From a dataset of the Open Reaction Database (ORD), a public repository of structured organic reaction records. describe an organic reaction: reactants, conditions, products, and yield Reactants: CC(=O)O, O=C1CCC(=O)N1Cl, ClC(Cl)Cl, CCOC(=O)c1cc2ccsc2[nH]1. Product: CCOC(=O)c1cc2cc(Cl)sc2[nH]1. Reaction SMILES: [C:14]([OH:15])(=[O:16])[CH3:17].[Cl:18][N:19]1[C:20](=[O:21])[CH2:22][CH2:23][C:24]1=[O:25].[Cl:26][CH:27]([Cl:28])[Cl:29].[s:1]1[cH:2][cH:3][c:4]2[c:5]1[nH:6][c:7]([C:9](=[O:10])[O:11][CH2:12][CH3:13])[cH:8]2>>[s:1]1[c:2]([Cl:18])[cH:3][c:4]2[c:5]1[nH:6][c:7]([C:9](=[O:10])[O:11][CH2:12][CH3:13])[cH:8]2. Reactants: C(C)(C)(C)OC(CBr)=O (bromo-acetic acid tert-butyl ester), C(C)(C)(C)OC(CBr)=O (bromo-acetic acid tert-butyl ester), [OH-].[Na+] (NaOH), C(C1=CC=CC=C1)OC(N(C)[C@@H]1CC[C@H](CC1)O)=O (trans-(4-hydroxy-cyclohexyl)-methyl-carbamic acid benzyl ester). The reagents and catalysts are S(=O)(=O)(O)[O-].C(CCC)[N+](CCCC)(CCCC)CCCC (tetra-n-butylammonium hydrogensulfate), S(=O)(=O)(O)[O-].C(CCC)[N+](CCCC)(CCCC)CCCC (tetra-n-butylammonium hydrogensulfate). Solvent: C1(=CC=CC=C1)C (toluene). Reaction conditions: time 4 hour. Product: C(C1=CC=CC=C1)OC(=O)N([C@@H]1CC[C@H](CC1)OCC(=O)O)C (trans-[4-(benzyloxycarbonyl-methyl-amino)-cyclohexyloxy]-acetic acid). Isolated yield 99.4%. As a reaction SMILES: [CH2:1]([O:8][C:9](=[O:19])[N:10]([C@H:12]1[CH2:17][CH2:16][C@H:15]([OH:18])[CH2:14][CH2:13]1)[CH3:11])[C:2]1[CH:7]=[CH:6][CH:5]=[CH:4][CH:3]=1.C([O:24][C:25](=[O:28])[CH2:26]Br)(C)(C)C.[OH-].[Na+]>C1(C)C=CC=CC=1.S([O-])(O)(=O)=O.C([N+](CCCC)(CCCC)CCCC)CCC>[CH2:1]([O:8][C:9]([N:10]([CH3:11])[C@H:12]1[CH2:17][CH2:16][C@H:15]([O:18][CH2:26][C:25]([OH:28])=[O:24])[CH2:14][CH2:13]1)=[O:19])[C:2]1[CH:3]=[CH:4][CH:5]=[CH:6][CH:7]=1 |f:2.3,5.6|. Procedure: To a suspension of 15.0 g (57 mmol) of trans-(4-hydroxy-cyclohexyl)-methyl-carbamic acid benzyl ester in 230 mL of toluene were added 16.8 mL (114 mmol, 2 eq) of bromo-acetic acid tert-butyl ester and 1.93 g (5.7 mmol, 0.1 eq) of tetra-n-butylammonium hydrogensulfate and 400 mL of 50% aqueous NaOH. The mixture was stirred at RT for 4 h, additional 1.93 g (5.7 mmol, 0.1 eq) of tetra-n-butylammonium hydrogensulfate and 4.2 mL of bromo-acetic acid tert-butyl ester were added and stirring was contin... Reactants: ClC1=NC=C(C=C1)[N+](=O)[O-] (2-chloro-5-nitropyridine), ice water, CC(C)OC=1C=C(C=CC1)O (3-[(1-methylethyl)oxy]phenol), CC(C)OC=1C=C(C=CC1)O (3-[(1-methylethyl)oxy]phenol), CC(C)(C)[O-].[K+] (t-BuOK). Run in CS(=O)C (DMSO). Reaction conditions: temperature 20 celsius, time 30 minute. Product: CC(C)OC=1C=C(C=CC1)OC1=NC=C(C=C1)[N+](=O)[O-] (2-({3-[(1-methylethyl)oxy]phenyl}oxy)-5-nitropyridine). Yield: 81.5%. RXN SMILES: [CH3:1][CH:2]([O:4][C:5]1[CH:6]=[C:7]([OH:11])[CH:8]=[CH:9][CH:10]=1)[CH3:3].CC([O-])(C)C.[K+].Cl[C:19]1[CH:24]=[CH:23][C:22]([N+:25]([O-:27])=[O:26])=[CH:21][N:20]=1>CS(C)=O>[CH3:3][CH:2]([O:4][C:5]1[CH:6]=[C:7]([O:11][C:19]2[CH:24]=[CH:23][C:22]([N+:25]([O-:27])=[O:26])=[CH:21][N:20]=2)[CH:8]=[CH:9][CH:10]=1)[CH3:1] |f:1.2|. Procedure: To a solution of 3-[(1-methylethyl)oxy]phenol (Intermediate 27, 456 mg) in DMSO (8 mL) was added t-BuOK (336 mg, 3 mmol, Acros). The reaction mixture was stirred at 20° C. for 30 minutes. 2-chloro-5-nitropyridine (474 mg, 3 mmol, Aldrich) was added and the resulting mixture was stirred at 120° C. for 2 hours. The reaction mixture was cooled to room temperature, poured into ice-water (50 mL) and extracted with dichloromethane (3 times 50 mL). The combined organic layers were dried over sodium sul... Starting materials: resultant solution, C(=O)NC=1SC=C(N1)C(C(=O)O)=NOCC(F)(F)F (2-(2-formamidothiazol-4-yl)-2-(2,2,2-trifluoroethoxy)iminoacetic acid), CN(C=O)C (N,N-dimethylformamide), P(=O)(Cl)(Cl)Cl (phosphoryl chloride), NC1[C@@H]2N(C(=CCS2)C(=O)O)C1=O (7-amino-3-cephem-4-carboxylic acid). The solvent is C(C)(=O)OCC (ethyl acetate), C(C)(=O)OCC (ethyl acetate), O (Water), C(C)(=O)OCC (ethyl acetate), C(C)(=O)OCC (ethyl acetate). Reaction conditions: time 30 minute. Yields the product C[N+](=CCl)C.[Cl-] (Vilsmeier reagent), C(=O)NC=1SC=C(N1)C(C(=O)NC1[C@@H]2N(C(=CCS2)C(=O)O)C1=O)=NOCC(F)(F)F (7-[2-(2-formamidothiazol-4-yl)-2-(2,2,2-trifluoroethoxyimino)acetamido]-3-cephem-4-carboxylic acid). Isolated yield 148.0%. As a reaction SMILES: [CH3:1][N:2]([CH3:5])[CH:3]=O.P(Cl)(Cl)([Cl:8])=O.[CH:11]([NH:13][C:14]1[S:15][CH:16]=[C:17]([C:19](=[N:23][O:24][CH2:25][C:26]([F:29])([F:28])[F:27])[C:20]([OH:22])=O)[N:18]=1)=[O:12].[NH2:30][CH:31]1[C:41](=[O:42])[N:33]2[C:34]([C:38]([OH:40])=[O:39])=[CH:35][CH2:36][S:37][C@H:32]12>C(OCC)(=O)C.O>[CH3:1][N+:2]([CH3:5])=[CH:3][Cl:8].[Cl-:8].[CH:11]([NH:13][C:14]1[S:15][CH:16]=[C:17]([C:19](=[N:23][O:24][CH2:25][C:26]([F:29])([F:28])[F:27])[C:20]([NH:30][CH:31]2[C:41](=[O:42])[N:33]3[C:34]([C:38]([OH:40])=[O:39])=[CH:35][CH2:36][S:37][C@H:32]23)=[O:22])[N:18]=1)=[O:12] |f:6.7|. Reported procedure: The Vilsmeier reagent was prepared from N,N-dimethylformamide (0.32 g.) and phosphoryl chloride (0.67 g.) in a conventional manner. After the reagent was suspended in ethyl acetate (10 ml.), 2-(2-formamidothiazol-4-yl)-2-(2,2,2-trifluoroethoxy)iminoacetic acid (syn isomer, 1.2 g.) was added to the stirred suspension under ice cooling and stirred at the same temperature for 30 minutes. The solution was added to a solution of 7-amino-3-cephem-4-carboxylic acid (0.8 g.), and trimethylsilylae(4.2 g....